The task is: describe an organic reaction: reactants, conditions, products, and yield. This data is from the Open Reaction Database (ORD), a public repository of structured organic reaction records. Reactants: C(CCC)(=O)C=1C=NC2=C(C=CC=C2C1NC1=C(C=CC=C1)C)O (3-Butyryl-4-(2-methylphenylamino)-8-hydroxyquinoline), CC(C)([O-])C.[K+] (potassium t-butoxide), Cl.ClCCCN1CCOCC1 (4-(3-chloropropyl)morpholine hydrochloride). The solvent is O (water), CN(C=O)C (dimethylformamide). Reaction conditions: time 2.5 hour. Yields the product C(CCC)(=O)C=1C=NC2=C(C=CC=C2C1NC1=C(C=CC=C1)C)OCCCN1CCOCC1 (3-butyryl-4-(2-methylphenylamino)-8-(3-morpholinopropoxy)quinoline). Yield: 58.1%. Reaction SMILES: [C:1]([C:6]1[CH:7]=[N:8][C:9]2[C:14]([C:15]=1[NH:16][C:17]1[CH:22]=[CH:21][CH:20]=[CH:19][C:18]=1[CH3:23])=[CH:13][CH:12]=[CH:11][C:10]=2[OH:24])(=[O:5])[CH2:2][CH2:3][CH3:4].CC(C)([O-])C.[K+].Cl.Cl[CH2:33][CH2:34][CH2:35][N:36]1[CH2:41][CH2:40][O:39][CH2:38][CH2:37]1>CN(C)C=O.O>[C:1]([C:6]1[CH:7]=[N:8][C:9]2[C:14]([C:15]=1[NH:16][C:17]1[CH:22]=[CH:21][CH:20]=[CH:19][C:18]=1[CH3:23])=[CH:13][CH:12]=[CH:11][C:10]=2[O:24][CH2:33][CH2:34][CH2:35][N:36]1[CH2:41][CH2:40][O:39][CH2:38][CH2:37]1)(=[O:5])[CH2:2][CH2:3][CH3:4] |f:1.2,3.4|. Procedure details: 3-Butyryl-4-(2-methylphenylamino)-8-hydroxyquinoline (3.2 g, 10 mmol) and potassium t-butoxide (5.0 g, 40 mmol) were stirred in dry dimethylformamide (100 ml) at 100° , then 4-(3-chloropropyl)morpholine hydrochloride (5 0 g, 14 mmol) was added. Heating was continued for 2.5 hours, then the mixture was diluted with water and extracted with ether. The combined extracts were dried and evaporated to an oily residue. Chromatography (silica gel, 3% methanolic ammonia in chloroform) and crystallisation... Reactants: CCCCCCCCCCCCCCCCCCNC(=O)CCC1=CC(=C(C(=C1)C(C)(C)C)O)C(C)(C)C (AO-1), [O-][Mn](=O)(=O)=O.[K+] (KMnO4), C(=O)([O-])[O-].[Na+].[Na+] (Na2CO3). Solvent: O (H2O), CC(=O)O (AcOH), O (water). Run at time 30 minute. Yields the product CC1CC2=C(C(=CC=C2)O)C(=O)O1 (AO-2). Reaction SMILES: CCCCCCCCCCCCCCCCCCN[C:20]([CH2:22][CH2:23][C:24]1[CH:29]=[C:28](C(C)(C)C)[C:27](O)=[C:26](C(C)(C)C)[CH:25]=1)=O.[O-:39][Mn](=O)(=O)=O.[K+].[C:45]([O-])([O-:47])=[O:46].[Na+].[Na+]>CC(O)=O.O>[CH3:20][CH:22]1[O:47][C:45](=[O:46])[C:29]2[C:28]([OH:39])=[CH:27][CH:26]=[CH:25][C:24]=2[CH2:23]1 |f:1.2,3.4.5|. Reported procedure: To a stirred solution of AO-1 (16.5 g, 83.0 mmol) in AcOH (150 mL) kept below 10° C. is added a solution of KMnO4 (14.5 g, 92.0 mmol) in H2O (150 mL) dropwise. The reaction mixture is stirred for 30 min. The mixture is diluted with water, basified by addition of saturated aq Na2CO3 and extracted with EtOAc. The solution is concentrated and the residue is purified by SFC to yield AO-2.